Dataset: the Open Reaction Database (ORD), a public repository of structured organic reaction records. Task: describe an organic reaction: reactants, conditions, products, and yield The reactants are C(C1=CC=CC=C1)OCC1OC(OC1)(C)C (4-benzyloxymethyl-2,2-dimethyl-1,3-dioxolane). The reagents and catalysts are [C].[Pd] (palladium-carbon), [C].[Pd] (Palladium-carbon). Run in C(C)O (ethanol). Reaction conditions: temperature 25 celsius, time 3 hour. Yields the product CC1(OCC(O1)CO)C (2,2-dimethyl-1,3-dioxolane-4-methanol). Isolated yield 86.8%. Reaction SMILES: C([O:8][CH2:9][CH:10]1[CH2:14][O:13][C:12]([CH3:16])([CH3:15])[O:11]1)C1C=CC=CC=1>C(O)C.[C].[Pd]>[CH3:15][C:12]1([CH3:16])[O:11][CH:10]([CH2:9][OH:8])[CH2:14][O:13]1 |f:2.3|. Procedure details: 10% Palladium-carbon (1.68 g) was added to 4-benzyloxymethyl-2,2-dimethyl-1,3-dioxolane (5.949 g, 26.76 mmol) in ethanol (150 ml) and the mixture was stirred for 3 hours at 25° C. under an atmosphere of hydrogen. After the reaction was over, palladium-carbon was filtered off and the solution was condensed in vacuo. The crude product was distilled to give 3.07 g of 2,2-dimethyl-1,3-dioxolane-4-methanol (yield 87%, b.p. 72° C. at 8 mmHg). Starting materials: CCC(Br)c1cnc(Cl)nc1Cl, O=C([O-])[O-], COc1ccc(N)cc1, CC#N, [I-], [K+], [K+], [K+]. Product: CCC(Nc1ccc(OC)cc1)c1cnc(Cl)nc1Cl. RXN SMILES: [Br:1][CH:2]([CH2:3][CH3:4])[c:5]1[c:6]([Cl:12])[n:7][c:8]([Cl:11])[n:9][cH:10]1.[C:22](=[O:23])([O-:24])[O-:25].[CH3:13][O:14][c:15]1[cH:16][cH:17][c:18]([NH2:21])[cH:19][cH:20]1.[CH3:30][C:31]#[N:32].[I-:29].[K+:26].[K+:27].[K+:28]>>[CH:2]([CH2:3][CH3:4])([c:5]1[c:6]([Cl:12])[n:7][c:8]([Cl:11])[n:9][cH:10]1)[NH:21][c:18]1[cH:17][cH:16][c:15]([O:14][CH3:13])[cH:20][cH:19]1. Reactants: C=CCC1(C)CC(c2cccc(Cl)c2)C(c2ccc(Cl)cc2)N(C(CC)CNS(=O)(=O)C(C)(C)C)C1=O, [H-], CI, [Na+], CN(C)C=O, O. Product: C=CCC1(C)CC(c2cccc(Cl)c2)C(c2ccc(Cl)cc2)N(C(CC)CN(C)S(=O)(=O)C(C)(C)C)C1=O. Reaction SMILES: [CH2:1]([CH:2]=[CH2:3])[C:4]1([CH3:37])[C:5](=[O:36])[N:6]([CH:24]([CH2:25][NH:26][S:27](=[O:28])(=[O:29])[C:30]([CH3:31])([CH3:32])[CH3:33])[CH2:34][CH3:35])[CH:7]([c:17]2[cH:18][cH:19][c:20]([Cl:23])[cH:21][cH:22]2)[CH:8]([c:10]2[cH:11][c:12]([Cl:16])[cH:13][cH:14][cH:15]2)[CH2:9]1.[H-:38].[I:40][CH3:41].[Na+:39].[O:43]=[CH:44][N:45]([CH3:46])[CH3:47].[OH2:42]>>[CH2:1]([CH:2]=[CH2:3])[C:4]1([CH3:37])[C:5](=[O:36])[N:6]([CH:24]([CH2:25][N:26]([S:27](=[O:28])(=[O:29])[C:30]([CH3:31])([CH3:32])[CH3:33])[CH3:41])[CH2:34][CH3:35])[CH:7]([c:17]2[cH:18][cH:19][c:20]([Cl:23])[cH:21][cH:22]2)[CH:8]([c:10]2[cH:11][c:12]([Cl:16])[cH:13][cH:14][cH:15]2)[CH2:9]1. The solvent is O1CCCC1 (tetrahydrofuran), O1CCCC1 (tetrahydrofuran). Yields the product ClC1=CC=C2C(=NN(C2=C1)C1=CC=C(C=C1)F)NC(CCC)=O (N-[6-chloro-(4-fluorophenyl)-1H-indazol-3-yl]butanamide). RXN SMILES: [F-:1].[CH2:2]([N+](CCCC)(CCCC)CCCC)[CH2:3][CH2:4]C.[Cl:19][C:20]1[CH:28]=[C:27]2[C:23]([C:24]([NH:37][C:38](=[O:42])[CH2:39][CH2:40][CH3:41])=[N:25][N:26]2[CH2:29]OCC[Si](C)(C)C)=[CH:22][C:21]=1C1C=CC(F)=CC=1.C(O[CH2:54][CH3:55])(=O)C>O1CCCC1>[Cl:19][C:20]1[CH:28]=[C:27]2[C:23]([C:24]([NH:37][C:38](=[O:42])[CH2:39][CH2:40][CH3:41])=[N:25][N:26]2[C:29]2[CH:55]=[CH:54][C:4]([F:1])=[CH:3][CH:2]=2)=[CH:22][CH:21]=1 |f:0.1|. Starting materials: C(C)(=O)OCC (ethyl acetate), [F-].C(CCC)[N+](CCCC)(CCCC)CCCC (tetrabutylammonium fluoride), solution, ClC1=C(C=C2C(=NN(C2=C1)COCC[Si](C)(C)C)NC(CCC)=O)C1=CC=C(C=C1)F (N-[6-chloro-5-(4-fluorophenyl)-1-[[2-(trimethylsilyl)ethoxy]-methyl]-1H-indazol-3-yl]butanamide). Reported procedure: 9.5 cm of tetrabutylammonium fluoride as a 1M solution in tetrahydrofuran are added to 0.73 g of N-[6-chloro-5-(4-fluorophenyl)-1-[[2-(trimethylsilyl)ethoxy]-methyl]-1H-indazol-3-yl]butanamide, described previously, in 20 cm3 of tetrahydrofuran, and the mixture is refluxed for 18 hours; after cooling, 30 cm3 of ethyl acetate are added and the organic phase is washed successively with 2×20 cm3 of saturated sodium hydrogen carbonate solution and with 20 cm3 of saturated sodium chloride solution. T... Reactants: CCCC(Oc1cc(C)c(-n2cc(C(F)(F)F)cn2)c(C)c1)c1ccc(C(=O)NCCC(=O)OC)cc1, CO, Cl, [Na+], [OH-], O. Yields the product CCCC(Oc1cc(C)c(-n2cc(C(F)(F)F)cn2)c(C)c1)c1ccc(C(=O)NCCC(=O)O)cc1. RXN SMILES: [CH3:1][c:2]1[cH:3][c:4]([O:5][CH:6]([CH2:7][CH2:8][CH3:9])[c:10]2[cH:11][cH:12][c:13]([C:14](=[O:15])[NH:16][CH2:17][CH2:18][C:19](=[O:20])[O:21][CH3:22])[cH:23][cH:24]2)[cH:25][c:26]([CH3:37])[c:27]1-[n:28]1[n:29][cH:30][c:31]([C:33]([F:34])([F:35])[F:36])[cH:32]1.[CH3:38][OH:39].[ClH:42].[Na+:41].[OH-:40].[OH2:43]>>[CH3:1][c:2]1[cH:3][c:4]([O:5][CH:6]([CH2:7][CH2:8][CH3:9])[c:10]2[cH:11][cH:12][c:13]([C:14](=[O:15])[NH:16][CH2:17][CH2:18][C:19](=[O:20])[OH:21])[cH:23][cH:24]2)[cH:25][c:26]([CH3:37])[c:27]1-[n:28]1[n:29][cH:30][c:31]([C:33]([F:34])([F:35])[F:36])[cH:32]1. Reactants: C1(=CC=CC=C1)C1=CC=C(O1)C(=O)O (5-phenyl furoic acid), CCN(C(C)C)C(C)C (DIPEA), OC(=O)C(F)(F)F.NCC(=O)N1CCN(CC1)C(C1=C(C=CC=C1)C(F)(F)F)=O (2-amino-1-[4-(2-trifluoromethyl-benzoyl)-piperazin-1-yl]-ethanone TFA salt), C=1C=CC2=C(C1)N=NN2O (HOBT), CCN=C=NCCCN(C)C.Cl (EDCI.HCl). The solvent is O (Water), CN(C)C=O (DMF). Run at time 8 hour. Yields the product O=C(CNC(=O)C=1OC(=CC1)C1=CC=CC=C1)N1CCN(CC1)C(C1=C(C=CC=C1)C(F)(F)F)=O (5-phenyl-furan-2-carboxylic acid {2-oxo-2-[4-(2-trifluoromethyl-benzoyl)-piperazin-1-yl]-ethyl}-amide). Yield: 44.1%. As a reaction SMILES: CCN(C(C)C)C(C)C.OC(C(F)(F)F)=O.[NH2:17][CH2:18][C:19]([N:21]1[CH2:26][CH2:25][N:24]([C:27](=[O:38])[C:28]2[CH:33]=[CH:32][CH:31]=[CH:30][C:29]=2[C:34]([F:37])([F:36])[F:35])[CH2:23][CH2:22]1)=[O:20].C1C=CC2N(O)N=NC=2C=1.CCN=C=NCCCN(C)C.Cl.[C:61]1([C:67]2[O:71][C:70]([C:72](O)=[O:73])=[CH:69][CH:68]=2)[CH:66]=[CH:65][CH:64]=[CH:63][CH:62]=1>CN(C=O)C.O>[O:20]=[C:19]([N:21]1[CH2:22][CH2:23][N:24]([C:27](=[O:38])[C:28]2[CH:33]=[CH:32][CH:31]=[CH:30][C:29]=2[C:34]([F:37])([F:35])[F:36])[CH2:25][CH2:26]1)[CH2:18][NH:17][C:72]([C:70]1[O:71][C:67]([C:61]2[CH:62]=[CH:63][CH:64]=[CH:65][CH:66]=2)=[CH:68][CH:69]=1)=[O:73] |f:1.2,4.5|. Procedure details: DIPEA (82 mg, 0.109 mL, 0.64 mmol) was added to a stirred solution of 2-amino-1-[4-(2-trifluoromethyl-benzoyl)-piperazin-1-yl]-ethanone TFA salt, (109 mg, 0.26 mmol) in DMF (1 mL). HOBT (34 mg, 0.26 mmol) and EDCI.HCl (49 mg, 0.26 mmol) were added at room temperature. After 2 minutes 5-phenyl furoic acid (40 mg, 0.21 mmol) was added. The resulting mixture was stirred at room temperature overnight. Water was then added, and the product was extracted with EtOAc. The organic layer was washed with b... The reactants are [OH-].C(CCC)[N+](CCCC)(CCCC)CCCC (tetra-n-butyl ammonium hydroxide), C(C)OC(CC#N)=O (Ethylcyanoacetate). Solvent: C1(=CC=CC=C1)C (toluene). The product is C(C)OC(CC#N)=O.C(CCC)[N+](CCCC)(CCCC)CCCC (tetra-n-butyl ammonium ethylcyanoacetate). As a reaction SMILES: [OH-].[CH2:2]([N+:6]([CH2:15][CH2:16][CH2:17][CH3:18])([CH2:11][CH2:12][CH2:13][CH3:14])[CH2:7][CH2:8][CH2:9][CH3:10])[CH2:3][CH2:4][CH3:5].[CH2:19]([O:21][C:22](=[O:26])[CH2:23][C:24]#[N:25])[CH3:20]>C1(C)C=CC=CC=1>[CH2:19]([O:21][C:22](=[O:26])[CH2:23][C:24]#[N:25])[CH3:20].[CH2:15]([N+:6]([CH2:2][CH2:3][CH2:4][CH3:5])([CH2:7][CH2:8][CH2:9][CH3:10])[CH2:11][CH2:12][CH2:13][CH3:14])[CH2:16][CH2:17][CH3:18] |f:0.1,4.5|. Procedure: In a similar apparatus as described in example 2, 7.7 mmoles of tetra-n-butyl ammonium hydroxide (20% solution in toluene/methanol) in 40 ml of dry toluene and heated to +75° C. to +85° C. Ethylcyanoacetate (9.4 mmoles) was slowly added. Simultaneously an azeotrope of toluene-water was distilled out slowly over a period of 3 hours. After all toluene had distilled over, the flask was cooled to room temperature slowly. A solid product separated out, which was repeatedly washed with dry hexane. The...